This data is from the Open Reaction Database (ORD), a public repository of structured organic reaction records. The task is: describe an organic reaction: reactants, conditions, products, and yield The reactants are C(C)OC(CC1=CC=C(C=C1)[C@]12[C@H](OC(O1)=S)C[C@H](CC2)C(C)(C)C)=O ([4-((3aR,6S,7aR)-6-tert-Butyl-2-thioxo-tetrahydro-benzo[1,3]dioxol-3a-yl)-phenyl]-acetic acid ethyl ester). The solvent is C(C)OP(OCC)OCC (triethylphosphite), C(C)OP(OCC)OCC (triethylphosphite). The product is C(C)OC(CC1=CC=C(C=C1)C1=CC[C@@H](CC1)C(C)(C)C)=O ([4-((R)-4-tert-Butyl-cyclohex-1-enyl)-phenyl]-acetic acid ethyl ester). Yield: 60.3%. RXN SMILES: [CH2:1]([O:3][C:4](=[O:26])[CH2:5][C:6]1[CH:11]=[CH:10][C:9]([C@:12]23[CH2:21][CH2:20][C@H:19]([C:22]([CH3:25])([CH3:24])[CH3:23])[CH2:18][C@H:13]2OC(=S)O3)=[CH:8][CH:7]=1)[CH3:2]>C(OP(OCC)OCC)C>[CH2:1]([O:3][C:4](=[O:26])[CH2:5][C:6]1[CH:7]=[CH:8][C:9]([C:12]2[CH2:21][CH2:20][C@@H:19]([C:22]([CH3:25])([CH3:24])[CH3:23])[CH2:18][CH:13]=2)=[CH:10][CH:11]=1)[CH3:2]. Procedure details: A solution of [4-((3aR,6S,7aR)-6-tert-Butyl-2-thioxo-tetrahydro-benzo[1,3]dioxol-3a-yl)-phenyl]-acetic acid ethyl ester (297 mg, 0.80 mmol) in triethylphosphite (3 mL) was slowly added to a solution of triethylphosphite (10 mL) heated to reflux—rate of addition was such that the reaction temperature exceeded 150. After refluxing overnight, the solvent was removed under vacuum and the crude reaction mixture was loaded on top of a silica column and eluted with an ethyl acetate/hexanes gradient to ... Reactants: O=C(Cl)c1ccc(CBr)cc1, CCC(CC)CO, ClCCl. Product: CCC(CC)COC(=O)c1ccc(CBr)cc1. Reaction SMILES: [Br:1][CH2:2][c:3]1[cH:4][cH:5][c:6]([C:7](=[O:8])[Cl:9])[cH:10][cH:11]1.[CH2:12]([CH3:13])[CH:14]([CH2:15][OH:16])[CH2:17][CH3:18].[Cl:19][CH2:20][Cl:21]>>[Br:1][CH2:2][c:3]1[cH:4][cH:5][c:6]([C:7](=[O:8])[O:16][CH2:15][CH:14]([CH2:12][CH3:13])[CH2:17][CH3:18])[cH:10][cH:11]1. The reactants are ClC1=C(C=NC2=CC(=C(C=C12)OC)OC)C#N (4-chloro-6,7-dimethoxy-3-quinolinecarbonitrile), NC=1C=C(C(=O)N)C=CC1 (3-aminobenzamide), Cl.N1=CC=CC=C1 (pyridine hydrochloride), C(C)OC(C)O (ethoxyethanol), C([O-])([O-])=O.[Na+].[Na+] (sodium carbonate), Cl (hydrogen chloride). Solvent: O (water). The product is C(#N)C=1C=NC2=CC(=C(C=C2C1NC=1C=C(C(=O)N)C=CC1)OC)OC (3-(3-cyano-6,7-dimethoxy-quinolin-4-ylamino)-benzamide). Isolated yield 92.2%. RXN SMILES: Cl[C:2]1[C:11]2[C:6](=[CH:7][C:8]([O:14][CH3:15])=[C:9]([O:12][CH3:13])[CH:10]=2)[N:5]=[CH:4][C:3]=1[C:16]#[N:17].[NH2:18][C:19]1[CH:20]=[C:21]([CH:25]=[CH:26][CH:27]=1)[C:22]([NH2:24])=[O:23].Cl.N1C=CC=CC=1.C(OC(O)C)C.C(=O)([O-])[O-].[Na+].[Na+].Cl>O>[C:16]([C:3]1[CH:4]=[N:5][C:6]2[C:11]([C:2]=1[NH:18][C:19]1[CH:20]=[C:21]([CH:25]=[CH:26][CH:27]=1)[C:22]([NH2:24])=[O:23])=[CH:10][C:9]([O:12][CH3:13])=[C:8]([O:14][CH3:15])[CH:7]=2)#[N:17] |f:2.3,5.6.7|. Procedure details: A mixture of 0.249 g of 4-chloro-6,7-dimethoxy-3-quinolinecarbonitrile, 0.136 g of 3-aminobenzamide, 20 mg of pyridine hydrochloride, and 10 ml of ethoxyethanol was stirred under nitrogen, at reflux temperature for 30 minutes. The mixture was cooled and added to 40 ml of water. To this mixture was added sodium carbonate and concentrated hydrogen chloride to adjust pH to 7. The product was collected, washed with water, and dried to give 0.321 g of 3-(3-cyano-6,7-dimethoxy-quinolin-4-ylamino)-benz... Product: CN1CCC(Cc2ccc(Cl)nc2)C1=O. As a reaction SMILES: [CH2:27]1[CH2:28][CH2:29][CH2:30][CH2:31][CH2:32]1.[CH3:25][OH:26].[CH3:9][N:10]1[C:11](=[O:15])[CH2:12][CH2:13][CH2:14]1.[CH:1]([N-:2][CH:3]([CH3:4])[CH3:5])([CH3:6])[CH3:7].[Cl:16][c:17]1[n:18][cH:19][c:20]([CH2:23][Cl:24])[cH:21][cH:22]1.[Li+:8].[O:33]1[CH2:34][CH2:35][CH2:36][CH2:37]1>>[CH3:9][N:10]1[C:11](=[O:15])[CH:12]([CH2:23][c:20]2[cH:19][n:18][c:17]([Cl:16])[cH:22][cH:21]2)[CH2:13][CH2:14]1. Starting materials: C1CCCCC1, CO, CN1CCCC1=O, CC(C)[N-]C(C)C, ClCc1ccc(Cl)nc1, [Li+], C1CCOC1. Starting materials: COC1=C(C=CC(=O)O)C=C(C=C1)OC (2,5-dimethoxycinnamic acid), [H][H] (hydrogen), lactone, COC(=C(C(=O)O)OC)C1=CC=CC=C1 (dimethoxycinnamic acid), carbons. The reagents and catalysts are [Pd] (palladium on carbon). The solvent is C(C)O (ethanol). Reaction conditions: time 4 hour. The product is lactone, COC1=C(CCC(=O)O)C=C(C=C1)OC (2,5-dimethoxyhydrocinnamic acid). Yield: 405.1%. RXN SMILES: COC(C1C=CC=CC=1)=C(OC)C(O)=O.[CH3:16][O:17][C:18]1[CH:28]=[CH:27][C:26]([O:29][CH3:30])=[CH:25][C:19]=1[CH:20]=[CH:21][C:22]([OH:24])=[O:23].[H][H]>[Pd].C(O)C>[CH3:16][O:17][C:18]1[CH:28]=[CH:27][C:26]([O:29][CH3:30])=[CH:25][C:19]=1[CH2:20][CH2:21][C:22]([OH:24])=[O:23]. Procedure details: Polymer VIII was prepared by reacting PEI with a lactone derivative of dimethoxycinnamic acid as described by Taylor (1962). The lactone was prepared using known procedures (Anliker et al. 1957; Westfahl et al. 1954; Fichter et al. 1927). 2,5-dimethoxycinnamic acid (Aldrich Chemical Company, 2.73 g, 3.1 mmole) was added to a mixture of 10% palladium on carbon catalyst (Aldrich Chemical Company, 0.54 g) in 100 mL 95% ethanol under 34 psi hydrogen gas. The mixture was shaken for 4 hours, convertin...